The task is: describe an organic reaction: reactants, conditions, products, and yield. This data is from the Open Reaction Database (ORD), a public repository of structured organic reaction records. The reactants are CC(C)(C)OC(=O)Nc1cccc(N2CCNC2=O)c1, ClCCl, O=C(O)C(F)(F)F. The product is Nc1cccc(N2CCNC2=O)c1. RXN SMILES: [C:1]([O:2][C:3](=[O:4])[NH:7][c:8]1[cH:9][c:10]([N:14]2[C:15](=[O:19])[NH:16][CH2:17][CH2:18]2)[cH:11][cH:12][cH:13]1)([CH3:5])([CH3:6])[CH3:20].[Cl:28][CH2:29][Cl:30].[OH:21][C:22]([C:23]([F:24])([F:25])[F:26])=[O:27]>>[NH2:7][c:8]1[cH:9][c:10]([N:14]2[C:15](=[O:19])[NH:16][CH2:17][CH2:18]2)[cH:11][cH:12][cH:13]1.